From a dataset of the Open Reaction Database (ORD), a public repository of structured organic reaction records. describe an organic reaction: reactants, conditions, products, and yield Starting materials: CN(C)C=O (DMF), C(=O)(C(=O)Cl)Cl ((COCl)2), COC1=CC=CC2=C1C=1N=CNC(C1S2)=O (9-methoxy-4-oxo-3H-benzothieno[3,2-d]pyrimidine). The solvent is ClCCCl (1,2-dichloroethane). The product is ClC=1C2=C(N=CN1)C1=C(S2)C=CC=C1OC (4-chloro-9-methoxybenzothieno[3,2-d]pyrimidine). Isolated yield 66.1%. RXN SMILES: CN(C=O)C.C(Cl)(C([Cl:10])=O)=O.[CH3:12][O:13][C:14]1[C:19]2[C:20]3[N:21]=[CH:22][NH:23][C:24](=O)[C:25]=3[S:26][C:18]=2[CH:17]=[CH:16][CH:15]=1>ClCCCl>[Cl:10][C:24]1[C:25]2[S:26][C:18]3[CH:17]=[CH:16][CH:15]=[C:14]([O:13][CH3:12])[C:19]=3[C:20]=2[N:21]=[CH:22][N:23]=1. Reported procedure: DMF (0.125 mL, 1.7 mmol) is added dropwise to a solution of (COCl)2 (0.15 mL, 1.68 mmol) in 1,2-dichloroethane (4.5 mL) at r.t. After gas evolution ceases, 9-methoxy-4-oxo-3H-benzothieno[3,2-d]pyrimidine (73.2 mg, 0.32 mmol) is added. The resulting mixture is heated at reflux for 4 hr. After the reaction is cooled to r.t., the black tar is filtered off. The filtrate is stripped to dryness and then mixed with water. A yellow solid forms and is collected via filtration. The solid is washed with wa... The reactants are C1(C=2C(C(N1CCSC1=CC=NC=C1)=O)=CC=CC2)=O (4-(2-phthalimidoethylthio)pyridine), [BH4-].[Na+] (sodium borohydride). The solvent is C(C)O (ethanol). Conditions: time 15 minute. The product is OC1N(C(C2=CC=CC=C12)=O)CCSC1=CC=NC=C1 (4-[2-(3-hydroxyisoindolin-1-on-2-yl)ethylthio]pyridine). Isolated yield 63.4%. RXN SMILES: [C:1]1(=[O:20])[N:5]([CH2:6][CH2:7][S:8][C:9]2[CH:14]=[CH:13][N:12]=[CH:11][CH:10]=2)[C:4](=[O:15])[C:3]2=[CH:16][CH:17]=[CH:18][CH:19]=[C:2]12.[BH4-].[Na+]>C(O)C>[OH:20][CH:1]1[C:2]2[C:3](=[CH:16][CH:17]=[CH:18][CH:19]=2)[C:4](=[O:15])[N:5]1[CH2:6][CH2:7][S:8][C:9]1[CH:14]=[CH:13][N:12]=[CH:11][CH:10]=1 |f:1.2|. Reported procedure: To a solution of 5.69 g (20.0 mmol) of 4-(2-phthalimidoethylthio)pyridine in 150 ml of ethanol, 2.27 g (60 mmol) of sodium borohydride was added, and the mixture was stirred at room temperature for 15 minutes. The solvent was distilled off and saturated saline was added to the residue. The mixture was extracted with chloroform and the extract was dried over anhydrous magnesium sulfate. The solvent was distilled off and the residue was purified by column chromatography (eluent: ethanol/ethyl acet... The reactants are C(CCC=C)N1CCCC2=NC(=C(N=C21)C2=CC=CC=C2)C2=CC=CC=C2 (5-(Pent-4-enyl)-2,3-diphenyl-5,6,7,8-tetrahydropyrido[3,2-b]pyrazine), C(CC=C)(=O)OC (methyl but-3-enoate). The reagents and catalysts are Cl[Ru]([P](C1CCCCC1)(C2CCCCC2)C3CCCCC3)(=CC4=CC=CC=C4)(Cl)=C5N(C6=C(C)C=C(C)C=C6C)CCN5C7=C(C)C=C(C)C=C7C (Grubbs Catalyst second generation), Cl[Ru]([P](C1CCCCC1)(C2CCCCC2)C3CCCCC3)(=CC4=CC=CC=C4)(Cl)=C5N(C6=C(C)C=C(C)C=C6C)CCN5C7=C(C)C=C(C)C=C7C (Grubbs Catalyst second generation). The solvent is C(Cl)Cl (DCM). Conditions: time 8 hour. The product is C1(=CC=CC=C1)C1=C(N=C2C(=N1)CCCN2CCC/C=C/CC(=O)OC)C2=CC=CC=C2 ((E)-Methyl 7-(2,3-diphenyl-7,8-dihydropyrido[3,2-b]pyrazin-5(6H)-yl)hept-3-enoate). RXN SMILES: [CH2:1]([N:6]1[C:15]2[C:10](=[N:11][C:12]([C:22]3[CH:27]=[CH:26][CH:25]=[CH:24][CH:23]=3)=[C:13]([C:16]3[CH:21]=[CH:20][CH:19]=[CH:18][CH:17]=3)[N:14]=2)[CH2:9][CH2:8][CH2:7]1)[CH2:2][CH2:3][CH:4]=[CH2:5].[C:28]([O:33][CH3:34])(=[O:32])[CH2:29]C=C>C(Cl)Cl.Cl[Ru](=C1N(C2C(C)=CC(C)=CC=2C)CCN1C1C(C)=CC(C)=CC=1C)(Cl)(=CC1C=CC=CC=1)[P](C1CCCCC1)(C1CCCCC1)C1CCCCC1>[C:22]1([C:12]2[N:11]=[C:10]3[CH2:9][CH2:8][CH2:7][N:6]([CH2:1][CH2:2][CH2:3]/[CH:4]=[CH:5]/[CH2:29][C:28]([O:33][CH3:34])=[O:32])[C:15]3=[N:14][C:13]=2[C:16]2[CH:17]=[CH:18][CH:19]=[CH:20][CH:21]=2)[CH:23]=[CH:24][CH:25]=[CH:26][CH:27]=1 |^1:70|. Procedure details: To a solution of 5-(pent-4-enyl)-2,3-diphenyl-5,6,7,8-tetrahydropyrido[3,2-b]pyrazine (step 1) (200 mg, 0.563 mmol) and methyl but-3-enoate (225 mg, 2.251 mmol) in DCM (300 ml) was added Grubbs Catalyst second generation (5 mol %, 23.88 mg, 0.028 mmol). The reaction was stirred at RT under an atmosphere of nitrogen overnight. An additional portion of Grubbs Catalyst second generation (5 mol %, 23.88 mg, 0.028 mmol) was added and stirring continued for 2.5 h. The solvent was removed in vacuo and ... The reactants are C(C1=CC=CC=C1)OC(=O)N1CC(C1)N(C(=O)OCC1=CC=CC=C1)C1=C(C=C(C=C1)N1C(O[C@H](C1)CNC(C)=O)=O)F (3-({4-[(5S)-5-(acetylamino-methyl)-2-oxo-oxazolidin-3-yl]-2-fluoro-phenyl}-benzyloxycarbonyl-amino)-azetidine-1-carboxylic acid benzyl ester). The reagents and catalysts are [Pd] (Pd). The solvent is CO (methanol). Run at time 5 hour. Yields the product N1CC(C1)NC1=C(C=C(C=C1)N1C(O[C@H](C1)CNC(C)=O)=O)F (N-{(5S)-3-[4-(Azetidin-3-ylamino)-3-fluoro-phenyl]-2-oxo-oxazolidin-5-ylmethyl}-acetamide). Reaction SMILES: C(OC([N:11]1[CH2:14][CH:13]([N:15]([C:26]2[CH:31]=[CH:30][C:29]([N:32]3[CH2:36][C@H:35]([CH2:37][NH:38][C:39](=[O:41])[CH3:40])[O:34][C:33]3=[O:42])=[CH:28][C:27]=2[F:43])C(OCC2C=CC=CC=2)=O)[CH2:12]1)=O)C1C=CC=CC=1>CO.[Pd]>[NH:11]1[CH2:14][CH:13]([NH:15][C:26]2[CH:31]=[CH:30][C:29]([N:32]3[CH2:36][C@H:35]([CH2:37][NH:38][C:39](=[O:41])[CH3:40])[O:34][C:33]3=[O:42])=[CH:28][C:27]=2[F:43])[CH2:12]1. Procedure: A suspension of 1.11 g of 3-({4-[(5S)-5-(acetylamino-methyl)-2-oxo-oxazolidin-3-yl]-2-fluoro-phenyl}-benzyloxycarbonyl-amino)-azetidine-1-carboxylic acid benzyl ester (1.88 mmol) and 200 mg Pd/c 10% in methanol was stirred under hydrogen for 5 h. The Pd/C was filtered and the filtrate evaporated to dryness. Yields the product FC1=CC=C(C(=O)N2C=C(C=3NC=4C=C(C=CC4C3CC2C)F)C(=O)OCCC)C=C1 (n-propyl 3(4-fluorobenzoyl)-2-methyl-8-fluoro-1,2,3,6-tetrahydroazepino[4,5-b]indole-5-carboxylate). The reactants are C(CC)OC(=O)C1=CNC(CC2=C1NC=1C=C(C=CC21)F)C (2-methyl-8-fluoro-1,2,3,6-tetrahydroazepino[4,5-b]indole-5-carboxylic acid n-propyl ester), FC1=CC=C(C(=O)Cl)C=C1 (4-fluorobenzoyl chloride). Reaction SMILES: [CH2:1]([O:4][C:5]([C:7]1[C:13]2[NH:14][C:15]3[CH:16]=[C:17]([F:21])[CH:18]=[CH:19][C:20]=3[C:12]=2[CH2:11][CH:10]([CH3:22])[NH:9][CH:8]=1)=[O:6])[CH2:2][CH3:3].[F:23][C:24]1[CH:32]=[CH:31][C:27]([C:28](Cl)=[O:29])=[CH:26][CH:25]=1>>[F:23][C:24]1[CH:32]=[CH:31][C:27]([C:28]([N:9]2[CH:10]([CH3:22])[CH2:11][C:12]3[C:20]4[CH:19]=[CH:18][C:17]([F:21])=[CH:16][C:15]=4[NH:14][C:13]=3[C:7]([C:5]([O:4][CH2:1][CH2:2][CH3:3])=[O:6])=[CH:8]2)=[O:29])=[CH:26][CH:25]=1. Procedure details: The title compound was prepared in a manner similar to that described in Example 2A by using 2-methyl-8-fluoro-1,2,3,6-tetrahydroazepino[4,5-b]indole-5-carboxylic acid n-propyl ester and 4-fluorobenzoyl chloride; 1H NMR (CDCl3) δ 10.47 (1H, s), 7.96 (1H, s), 7.61-7.65 (2H, m), 7.41 (1H, m), 7.17 (2H, t), 7.05 (1H, dd), 6.90 (1H, t), 5.63 (1H, m), 4.17 (2H, m), 4.05 (2H, m), 3.38 (1H, dd), 3.07 (1H, dd), 1.55 (2H, m), 1.07 (3H, d), 0.77 (3H, t); MS (ES): 425 (MH+).